Task: describe an organic reaction: reactants, conditions, products, and yield. Dataset: the Open Reaction Database (ORD), a public repository of structured organic reaction records Starting materials: CC(=O)O, O=C[O-], [NH4+], COc1cc(NC(C)=O)ccc1C(C)(C)O. Yields the product COc1cc(NC(C)=O)ccc1C(C)C. Reaction SMILES: [CH3:21][C:22](=[O:23])[OH:24].[CH:17]([O-:18])=[O:19].[NH4+:20].[OH:1][C:2]([CH3:3])([CH3:4])[c:5]1[c:6]([O:15][CH3:16])[cH:7][c:8]([NH:11][C:12]([CH3:13])=[O:14])[cH:9][cH:10]1>>[CH:2]([CH3:3])([CH3:4])[c:5]1[c:6]([O:15][CH3:16])[cH:7][c:8]([NH:11][C:12]([CH3:13])=[O:14])[cH:9][cH:10]1. Run at temperature 105 celsius, time 3 hour. Isolated yield 82.0%. Reactants: O (water), OC1=C(C(N(C2=NC=CC=C12)C1=CC(=CC=C1)C(F)(F)F)=O)C(CC1=CC=CC=C1)=O (4-hydroxy-3-phenylacetyl-1-(3-trifluoromethylphenyl)-1,8-naphthyridine-2(1H)-one), O.NN (hydrazine monohydrate). The product is C(C1=CC=CC=C1)C1=NNC2=C1C(N(C=1N=CC=CC21)C2=CC(=CC=C2)C(F)(F)F)=O (3-benzyl-5-(3-trifluoromethylphenyl)-1H-pyrazolo[4,3-c][1,8]-naphthyridin-4(5H)-one), crystal. Run in CN(C)C=O (DMF). As a reaction SMILES: O[C:2]1[C:11]2[C:6](=[N:7][CH:8]=[CH:9][CH:10]=2)[N:5]([C:12]2[CH:17]=[CH:16][CH:15]=[C:14]([C:18]([F:21])([F:20])[F:19])[CH:13]=2)[C:4](=[O:22])[C:3]=1[C:23](=O)[CH2:24][C:25]1[CH:30]=[CH:29][CH:28]=[CH:27][CH:26]=1.O.[NH2:33][NH2:34].O>CN(C=O)C>[CH2:24]([C:23]1[C:3]2[C:4](=[O:22])[N:5]([C:12]3[CH:17]=[CH:16][CH:15]=[C:14]([C:18]([F:21])([F:19])[F:20])[CH:13]=3)[C:6]3[N:7]=[CH:8][CH:9]=[CH:10][C:11]=3[C:2]=2[NH:34][N:33]=1)[C:25]1[CH:26]=[CH:27][CH:28]=[CH:29][CH:30]=1 |f:1.2|. Procedure details: To a suspension of 4-hydroxy-3-phenylacetyl-1-(3-trifluoromethylphenyl)-1,8-naphthyridine-2(1H)-one (212 mg, 0.50 mmol) produced in Synthesis Example 2 in DMF (4 mL) was added hydrazine monohydrate (purity of 80%, 80 μL), and the mixture was stirred at 100 to 110° C. for 3 hours. To the reaction solution was added water. The resulting precipitate was separated by filtration, washed with water, and dried to give 3-benzyl-5-(3-trifluoromethylphenyl)-1H-pyrazolo[4,3-c][1,8]-naphthyridin-4(5H)-one a... Reagents/catalysts: S(=O)(=O)([O-])[O-].[Cu+2] (Copper (II) sulfate). Yields the product C1(=CC=CC=C1)C=1N=NN(C1)C1=CC=NC=C1 (4-(4-phenyl-1H-1,2,3-triazol-1-yl)pyridine). The solvent is O.CC(=O)C (water acetone). Reactants: O=C1C(O)=C([O-])[C@H](O1)[C@@H](O)CO.[Na+] (sodium L-ascorbate), N(=[N+]=[N-])C1=CC=NC=C1 (4-azidopyridine), C1(=CC=CC=C1)C#C (phenylacetylene), mixture. Procedure: Approximately equimolar amounts of 4-azidopyridine and phenylacetylene (4.12 ml, 41.8 mmol) were added into a 250 mL round-bottom flask with 50 mL mixture of water/acetone. Copper (II) sulfate and sodium L-ascorbate were added to this solution and the reaction was stirred at room temperature for 24 hours. The solution was filtered and concentrated. Ethyl acetate (200 ml) was added to the concentrated solution. The organic layer was washed twice with 25 mL water, dried with MgSO4, filtered, conce... Reaction conditions: time 24 hour. Reaction SMILES: [N:1]([C:4]1[CH:9]=[CH:8][N:7]=[CH:6][CH:5]=1)=[N+:2]=[N-:3].[C:10]1([C:16]#[CH:17])[CH:15]=[CH:14][CH:13]=[CH:12][CH:11]=1.O=C1O[C@H]([C@H](CO)O)C([O-])=C1O.[Na+]>S([O-])([O-])(=O)=O.[Cu+2].O.CC(C)=O>[C:10]1([C:16]2[N:3]=[N:2][N:1]([C:4]3[CH:9]=[CH:8][N:7]=[CH:6][CH:5]=3)[CH:17]=2)[CH:15]=[CH:14][CH:13]=[CH:12][CH:11]=1 |f:2.3,4.5,6.7|. The reactants are C1(CCCC1)Br (cyclopentyl bromide), NC=1C(=CC(=C(C1)O)Cl)F (5-amino-2-chloro-4-fluorophenol), C([O-])([O-])=O.[K+].[K+] (potassium carbonate), CN(C=O)C (N,N-dimethylformamide). The reagents and catalysts are [I-].[K+] (potassium iodide). The solvent is O (water). Run at temperature 80 celsius, time 1 hour. Product: ClC1=CC(=C(N)C=C1OC1CCCC1)F (4-chloro-5-cyclopentyloxy-2-fluoroaniline). The yield is 99.2%. RXN SMILES: [NH2:1][C:2]1[C:3]([F:10])=[CH:4][C:5]([Cl:9])=[C:6]([OH:8])[CH:7]=1.C(=O)([O-])[O-].[K+].[K+].CN(C)C=O.[CH:22]1(Br)[CH2:26][CH2:25][CH2:24][CH2:23]1>[I-].[K+].O>[Cl:9][C:5]1[C:6]([O:8][CH:22]2[CH2:26][CH2:25][CH2:24][CH2:23]2)=[CH:7][C:2]([NH2:1])=[C:3]([F:10])[CH:4]=1 |f:1.2.3,6.7|. Procedure details: A two-necked, round-bottomed flask (25 cc) was charged with 5-amino-2-chloro-4-fluorophenol (1.015 g, 6.28 mmol), potassium carbonate (1.72 g, 12.4 mmol), potassium iodide (4.0 mg, 0.024 mmol) and solvent N,N-dimethylformamide (5 mL) and the mixture was stirred at 80° C. for 1 h. Subsequently, cyclopentyl bromide (1.00 g, 6.71 mmol) was added and the mixture was stirred at 80° C. for an additional 2 h. After the reaction was completed, the reaction mixture was cooled to room temperature and wate... Product: COC=1C=C(C=CC1)SCCCCOC=1C=CC2=C(C(OC(N2)=O)(C)C)C1 (6-[4-(3-Methoxy-phenylmercapto)-butoxy]-4,4-dimethyl-4H-3,1-benzoxazin-2-one). RXN SMILES: Cl[CH2:2][CH2:3][CH2:4][CH2:5][O:6][C:7]1[CH:8]=[CH:9][C:10]2[NH:15][C:14](=[O:16])[O:13][C:12]([CH3:18])([CH3:17])[C:11]=2[CH:19]=1.[CH3:20][O:21][C:22]1[CH:23]=[C:24]([SH:28])[CH:25]=[CH:26][CH:27]=1>>[CH3:20][O:21][C:22]1[CH:23]=[C:24]([S:28][CH2:2][CH2:3][CH2:4][CH2:5][O:6][C:7]2[CH:8]=[CH:9][C:10]3[NH:15][C:14](=[O:16])[O:13][C:12]([CH3:18])([CH3:17])[C:11]=3[CH:19]=2)[CH:25]=[CH:26][CH:27]=1. Reported procedure: Prepared analogously to Example 1 from 6-(4-chlorobutoxy)-4,4-dimethyl-4H-3,1-benzoxazin-2-one and 3-methoxy-thiophenol. Starting materials: ClCCCCOC=1C=CC2=C(C(OC(N2)=O)(C)C)C1 (6-(4-chlorobutoxy)-4,4-dimethyl-4H-3,1-benzoxazin-2-one), COC=1C=C(C=CC1)S (3-methoxy-thiophenol). The product is O=C(Nc1ccccc1)Nc1cnc2c(c1)CC1(CN3CCC1CC3)O2. The reactants are Nc1cnc2c(c1)CC1(CN3CCC1CC3)O2, O=C=Nc1ccccc1, C1CCOC1. RXN SMILES: [NH2:10][c:11]1[cH:12][c:13]2[c:14]([n:15][cH:16]1)[O:17][C:18]1([CH2:19][N:20]3[CH2:21][CH2:22][CH:23]1[CH2:24][CH2:25]3)[CH2:26]2.[O:1]=[C:2]=[N:3][c:4]1[cH:5][cH:6][cH:7][cH:8][cH:9]1.[O:27]1[CH2:28][CH2:29][CH2:30][CH2:31]1>>[O:1]=[C:2]([NH:3][c:4]1[cH:5][cH:6][cH:7][cH:8][cH:9]1)[NH:10][c:11]1[cH:12][c:13]2[c:14]([n:15][cH:16]1)[O:17][C:18]1([CH2:19][N:20]3[CH2:21][CH2:22][CH:23]1[CH2:24][CH2:25]3)[CH2:26]2.